From a dataset of the Open Reaction Database (ORD), a public repository of structured organic reaction records. describe an organic reaction: reactants, conditions, products, and yield Starting materials: CN(CCSC1=C(C=CC(=C1)[N+](=O)[O-])OC)C (2-(2-dimethylaminoethylthio)-4-nitroanisole), CC1=C(C=CC(=C1)C1=NC=CN=C1)C1=CC=C(C=C1)C(=O)O (2'-Methyl-4'-pyrazinylbiphenyl-4-carboxylic acid). Yields the product NC1=CC(=C(C=C1)OC)SCCN(C)C (4-Amino-2-(2-dimethylaminoethylthio)anisole). RXN SMILES: [CH3:1][N:2]([CH3:17])[CH2:3][CH2:4][S:5][C:6]1[CH:11]=[C:10]([N+:12]([O-])=O)[CH:9]=[CH:8][C:7]=1[O:15][CH3:16].CC1C=C(C2C=NC=CN=2)C=CC=1C1C=CC(C(O)=O)=CC=1>>[NH2:12][C:10]1[CH:9]=[CH:8][C:7]([O:15][CH3:16])=[C:6]([S:5][CH2:4][CH2:3][N:2]([CH3:1])[CH3:17])[CH:11]=1. Procedure details: The title compound was prepared from 2-(2-dimethylaminoethylthio)-4-nitroanisole (D47) (788 mg) using a similar procedure to Description 2 (88%).